Dataset: the Open Reaction Database (ORD), a public repository of structured organic reaction records. Task: describe an organic reaction: reactants, conditions, products, and yield The reactants are O=C(O)O, CC(C)(C)OC(=O)N1CCC(C(=O)Nc2cc(Oc3ccc(NC(=O)Nc4ccccc4)c(Cl)c3)ccn2)CC1, [Na+], [OH-], O, O=C(O)C(F)(F)F. Yields the product CN1CCC(C(=O)Nc2cc(Oc3ccc(NC(=O)Nc4ccccc4)c(Cl)c3)ccn2)CC1. RXN SMILES: [C:42](=[O:43])([OH:44])[OH:45].[NH:1]([c:2]1[cH:3][cH:4][cH:5][cH:6][cH:7]1)[C:8](=[O:9])[NH:10][c:11]1[c:12]([Cl:40])[cH:13][c:14]([O:15][c:16]2[cH:17][c:18]([NH:22][C:23](=[O:24])[CH:25]3[CH2:26][CH2:27][N:28]([C:31]([O:32][C:33]([CH3:34])([CH3:35])[CH3:36])=[O:37])[CH2:29][CH2:30]3)[n:19][cH:20][cH:21]2)[cH:38][cH:39]1.[Na+:47].[OH-:46].[OH2:41].[OH:48][C:49]([C:50]([F:51])([F:52])[F:53])=[O:54]>>[NH:1]([c:2]1[cH:3][cH:4][cH:5][cH:6][cH:7]1)[C:8](=[O:9])[NH:10][c:11]1[c:12]([Cl:40])[cH:13][c:14]([O:15][c:16]2[cH:17][c:18]([NH:22][C:23](=[O:24])[CH:25]3[CH2:26][CH2:27][N:28]([CH3:31])[CH2:29][CH2:30]3)[n:19][cH:20][cH:21]2)[cH:38][cH:39]1. Starting materials: C(C)(C)(C)NS(=O)(=O)C1=C(C=CC(=C1)[N+](=O)[O-])C(=O)OC (N-tert.-butyl-2-methoxycarbonyl-5-nitro-benzenesulfonamide), CNC (dimethylamine). Solvent: CO (methanol). Reaction conditions: temperature 35 celsius. The product is C(C)(C)(C)NS(=O)(=O)C1=C(C=CC(=C1)[N+](=O)[O-])C(=O)N(C)C (N-tert.-butyl-2-dimethylaminocarbonyl-5-nitro-benzensulfonamide). The yield is 76.8%. As a reaction SMILES: [C:1]([NH:5][S:6]([C:9]1[CH:14]=[C:13]([N+:15]([O-:17])=[O:16])[CH:12]=[CH:11][C:10]=1[C:18](OC)=[O:19])(=[O:8])=[O:7])([CH3:4])([CH3:3])[CH3:2].[CH3:22][NH:23][CH3:24]>CO>[C:1]([NH:5][S:6]([C:9]1[CH:14]=[C:13]([N+:15]([O-:17])=[O:16])[CH:12]=[CH:11][C:10]=1[C:18]([N:23]([CH3:24])[CH3:22])=[O:19])(=[O:8])=[O:7])([CH3:2])([CH3:4])[CH3:3]. Reported procedure: 115 g of N-tert.-butyl-2-methoxycarbonyl-5-nitro-benzenesulfonamide (Example c) in 1500 ml of methanol are gassed with about 200 g of dimethylamine. The mixture is stirred at about 35° C. for one week. The solution is concentrated under reduced pressure, the residue is taken up in ethyl acetate and the mixture is washed successively with dilute hydrochloric acid, saturated NaHCO3 solution and saturated NaCl solution. After drying over MgSO4, the organic phase is concentrated. 92 g of N-tert.-but... Starting materials: CN(C)P(=O)(N(C)C)N(C)C, CC1(C)CNc2cc3nonc3cc2O1, [O-][n+]1ccccc1Cl, Cl, [H-], [Na+], O. The product is CC1(C)CN(c2cccc[n+]2[O-])c2cc3nonc3cc2O1. As a reaction SMILES: [CH3:28][N:29]([P:30]([N:31]([CH3:32])[CH3:33])([N:34]([CH3:35])[CH3:36])=[O:37])[CH3:38].[CH3:3][C:4]1([CH3:17])[O:5][c:6]2[c:7]([cH:10][c:11]3[c:12]([cH:13]2)[n:14][o:15][n:16]3)[NH:8][CH2:9]1.[Cl:19][c:20]1[n+:21]([O-:26])[cH:22][cH:23][cH:24][cH:25]1.[ClH:18].[H-:1].[Na+:2].[OH2:27]>>[CH3:3][C:4]1([CH3:17])[O:5][c:6]2[c:7]([cH:10][c:11]3[c:12]([cH:13]2)[n:14][o:15][n:16]3)[N:8]([c:20]2[n+:21]([O-:26])[cH:22][cH:23][cH:24][cH:25]2)[CH2:9]1.